From a dataset of the Open Reaction Database (ORD), a public repository of structured organic reaction records. describe an organic reaction: reactants, conditions, products, and yield Reactants: C(=O)C1=CC=C(S1)C=1C=C2C(=CNC2=C(C1)C(=O)N)C1CCN(CC1)S(=O)(=O)CCCN1CCOCC1 (5-(5-formyl-2-thienyl)-3-(1-{[3-(4-morpholinyl)propyl]sulfonyl}-4-piperidinyl)-1H-indole-7-carboxamide), C(C)N (ethyl amine), [BH4-].[Na+] (NaBH4). The solvent is CO.C(Cl)Cl (MeOH CH2Cl2). Reaction conditions: time 8 hour. The product is C(C)NCC1=CC=C(S1)C=1C=C2C(=CNC2=C(C1)C(=O)N)C1CCN(CC1)S(=O)(=O)CCCN1CCOCC1 (5-{5-[(ethylamino)methyl]-2-thienyl}-3-(1-{[3-(4-morpholinyl)propyl]sulfonyl}-4-piperidinyl)-1H-indole-7-carboxamide). The yield is 47.9%. As a reaction SMILES: [CH:1]([C:3]1[S:7][C:6]([C:8]2[CH:9]=[C:10]3[C:14](=[C:15]([C:17]([NH2:19])=[O:18])[CH:16]=2)[NH:13][CH:12]=[C:11]3[CH:20]2[CH2:25][CH2:24][N:23]([S:26]([CH2:29][CH2:30][CH2:31][N:32]3[CH2:37][CH2:36][O:35][CH2:34][CH2:33]3)(=[O:28])=[O:27])[CH2:22][CH2:21]2)=[CH:5][CH:4]=1)=O.[CH2:38]([NH2:40])[CH3:39].[BH4-].[Na+]>CO.C(Cl)Cl>[CH2:38]([NH:40][CH2:1][C:3]1[S:7][C:6]([C:8]2[CH:9]=[C:10]3[C:14](=[C:15]([C:17]([NH2:19])=[O:18])[CH:16]=2)[NH:13][CH:12]=[C:11]3[CH:20]2[CH2:21][CH2:22][N:23]([S:26]([CH2:29][CH2:30][CH2:31][N:32]3[CH2:37][CH2:36][O:35][CH2:34][CH2:33]3)(=[O:28])=[O:27])[CH2:24][CH2:25]2)=[CH:5][CH:4]=1)[CH3:39] |f:2.3,4.5|. Procedure: To a solution of 5-(5-formyl-2-thienyl)-3-(1-{[3-(4-morpholinyl)propyl]sulfonyl}-4-piperidinyl)-1H-indole-7-carboxamide (20 mg, 0.04 mmol) in MeOH/CH2Cl2 (1 mL/1 mL) was added ethyl amine (0.13 mL, 0.24 mmol). The reaction mixture was stirred at room temperature for 2 hours before NaBH4(10.5 mg, 0.24 mmol) was added. The reaction mixture was stirred at room temperature overnight and evaporated all the solvent. The residue was purified by using a Gilson semi-preparative HPLC system, eluting with ... Starting materials: B, C1CCOC1, CSC, O=C(O)c1ccnc(Cl)c1, Cl, [Na+], [OH-]. The product is OCc1ccnc(Cl)c1. Reaction SMILES: [BH3:14].[CH2:18]1[O:19][CH2:20][CH2:21][CH2:22]1.[CH3:11][S:12][CH3:13].[Cl:1][c:2]1[cH:3][c:4]([C:5](=[O:6])[OH:7])[cH:8][cH:9][n:10]1.[ClH:15].[Na+:17].[OH-:16]>>[Cl:1][c:2]1[cH:3][c:4]([CH2:5][OH:6])[cH:8][cH:9][n:10]1. The reactants are ClC1=CC=2C(C3=CC=CC=C3SC2C=C1)=C1CCNCC1 (4-(2-chloro-9-thioxanthenylidene)-piperidine), C1CO1 (ethylene oxide). The solvent is CO (methanol), CO (methanol). Conditions: time 8 hour. Yields the product ClC1=CC=2C(C3=CC=CC=C3SC2C=C1)=C1CCN(CC1)CCO (4-(2-chloro-9-thioxanthenylidene)-1-(β-hydroxyethyl)-piperidine). As a reaction SMILES: [Cl:1][C:2]1[CH:15]=[CH:14][C:13]2[S:12][C:11]3[C:6](=[CH:7][CH:8]=[CH:9][CH:10]=3)[C:5](=[C:16]3[CH2:21][CH2:20][NH:19][CH2:18][CH2:17]3)[C:4]=2[CH:3]=1.[CH2:22]1[O:24][CH2:23]1>CO>[Cl:1][C:2]1[CH:15]=[CH:14][C:13]2[S:12][C:11]3[C:6](=[CH:7][CH:8]=[CH:9][CH:10]=3)[C:5](=[C:16]3[CH2:21][CH2:20][N:19]([CH2:22][CH2:23][OH:24])[CH2:18][CH2:17]3)[C:4]=2[CH:3]=1. Reported procedure: To a solution of 13.2 g. (0.0318 m.) of 4-(2-chloro-9-thioxanthenylidene)-piperidine in 50 ml. of methanol at 50° C. is added a solution of 2.2 g. (0.0383 m.) of ethylene oxide in 30 ml. of methanol over ten minutes and the mixture is refluxed for one and one-half hours. After standing overnight at room temperature, the reaction mixture is filtered to yield 4-(2-chloro-9-thioxanthenylidene)-1-(β-hydroxyethyl)-piperidine, m.p. 178°-180° C. Starting materials: CCOc1ccnc(C(C)=O)n1, CC(=O)[O-], CCO, Cl, NO, [Na+], O. Yields the product CCOc1ccnc(C(C)=NO)n1. As a reaction SMILES: [C:1]([CH3:2])(=[O:3])[c:4]1[n:5][cH:6][cH:7][c:8]([O:10][CH2:11][CH3:12])[n:9]1.[CH3:17][C:18](=[O:19])[O-:20].[CH3:22][CH2:23][OH:24].[ClH:13].[NH2:14][OH:15].[Na+:16].[OH2:21]>>[C:1]([CH3:2])([c:4]1[n:5][cH:6][cH:7][c:8]([O:10][CH2:11][CH3:12])[n:9]1)=[N:14][OH:15]. Starting materials: O=C1NC(=O)C2(Cc3ccc([N+](=O)[O-])cc3C2)N1Cc1ccccc1, CCOC(C)=O, CO. Product: Nc1ccc2c(c1)CC1(C2)C(=O)NC(=O)N1Cc1ccccc1. As a reaction SMILES: [CH2:1]([c:2]1[cH:3][cH:4][cH:5][cH:6][cH:7]1)[N:8]1[C:9](=[O:25])[NH:10][C:11](=[O:24])[C:12]12[CH2:13][c:14]1[cH:15][cH:16][c:17]([N+:21]([O-:22])=[O:23])[cH:18][c:19]1[CH2:20]2.[CH3:26][CH2:27][O:28][C:29]([CH3:30])=[O:31].[CH3:32][OH:33]>>[CH2:1]([c:2]1[cH:3][cH:4][cH:5][cH:6][cH:7]1)[N:8]1[C:9](=[O:25])[NH:10][C:11](=[O:24])[C:12]12[CH2:13][c:14]1[cH:15][cH:16][c:17]([NH2:21])[cH:18][c:19]1[CH2:20]2. Starting materials: C(=O)([O-])[O-].[K+].[K+] (K2CO3), CN(C(C1=CC=C(C=C1)CBr)=O)C1CCCCC1 (4-bromomethylbenzoic acid N-methyl-N-cyclohexyl amide), COC=1C=C(C=C(C1OC)OC)O (3,4,5-trimethoxyphenol). Procedure details: The reaction and workup were carried out in the same manner as for Example 21 using K2CO3 (576 mg, 4.17 mmol), 4-bromomethylbenzoic acid N-methyl-N-cyclohexyl amide (1.124 g, 3.62 mmol) and 3,4,5-trimethoxyphenol (648 mg, 3.52 mmol). The crude product was chromatographed on silica gel using mixtures of ethyl acetate and hexane as eluents to give the title compound as a crystalline solid that could be recrystallized from ethyl acetate and hexane, m. pt. 115.53° C. (DSC). Product: C1(CCCCC1)N(C(C1=CC=C(C=C1)COC1=CC(=C(C(=C1)OC)OC)OC)=O)C (N-cyclohexyl-N-methyl-4-[(3,4,5-trimethoxyphenoxy)methyl]benzamide). As a reaction SMILES: C([O-])([O-])=O.[K+].[K+].[CH3:7][N:8]([CH:19]1[CH2:24][CH2:23][CH2:22][CH2:21][CH2:20]1)[C:9](=[O:18])[C:10]1[CH:15]=[CH:14][C:13]([CH2:16]Br)=[CH:12][CH:11]=1.[CH3:25][O:26][C:27]1[CH:28]=[C:29]([OH:37])[CH:30]=[C:31]([O:35][CH3:36])[C:32]=1[O:33][CH3:34]>>[CH:19]1([N:8]([CH3:7])[C:9](=[O:18])[C:10]2[CH:15]=[CH:14][C:13]([CH2:16][O:37][C:29]3[CH:30]=[C:31]([O:35][CH3:36])[C:32]([O:33][CH3:34])=[C:27]([O:26][CH3:25])[CH:28]=3)=[CH:12][CH:11]=2)[CH2:24][CH2:23][CH2:22][CH2:21][CH2:20]1 |f:0.1.2|.